This data is from the Open Reaction Database (ORD), a public repository of structured organic reaction records. The task is: describe an organic reaction: reactants, conditions, products, and yield Starting materials: COC1=NC=C2NC(=NC2=N1)C1=C(C=C(C(=C1)S(=O)(=O)Cl)Cl)OC (2-methoxy-8-(2-methoxy-4-chloro-5-chlorosulfonyl-phenyl)-purine), CN (methylamine). Product: COC1=NC=C2NC(=NC2=N1)C1=C(C=C(C(=C1)S(=O)(=O)NC)Cl)OC (2-Methoxy-8-(2-methoxy-4-chloro-5-methylaminosulfonyl-phenyl)-purine). As a reaction SMILES: [CH3:1][O:2][C:3]1[N:11]=[C:10]2[C:6]([NH:7][C:8]([C:12]3[CH:17]=[C:16]([S:18](Cl)(=[O:20])=[O:19])[C:15]([Cl:22])=[CH:14][C:13]=3[O:23][CH3:24])=[N:9]2)=[CH:5][N:4]=1.[CH3:25][NH2:26]>>[CH3:1][O:2][C:3]1[N:11]=[C:10]2[C:6]([NH:7][C:8]([C:12]3[CH:17]=[C:16]([S:18]([NH:26][CH3:25])(=[O:20])=[O:19])[C:15]([Cl:22])=[CH:14][C:13]=3[O:23][CH3:24])=[N:9]2)=[CH:5][N:4]=1. Procedure details: Prepared analogously to Example 11 from 2-methoxy-8-(2-methoxy-4-chloro-5-chlorosulfonyl-phenyl)-purine and aqueous methylamine solution.